This data is from the Open Reaction Database (ORD), a public repository of structured organic reaction records. The task is: describe an organic reaction: reactants, conditions, products, and yield The reactants are O=C([O-])[O-], COS(=O)(=O)OC, CC(C)=O, Oc1cc(I)ccc1C1C2CC3CC(C2)CC1C3, [K+], [K+]. Product: COc1cc(I)ccc1C1C2CC3CC(C2)CC1C3. RXN SMILES: [C:26](=[O:27])([O-:28])[O-:29].[CH3:19][O:20][S:21]([O:22][CH3:23])(=[O:24])=[O:25].[CH3:32][C:33](=[O:34])[CH3:35].[CH:1]12[CH:2]([c:11]3[c:12]([OH:18])[cH:13][c:14]([I:17])[cH:15][cH:16]3)[CH:3]3[CH2:4][CH:5]([CH2:6][CH:7]([CH2:8]1)[CH2:9]3)[CH2:10]2.[K+:30].[K+:31]>>[CH:1]12[CH:2]([c:11]3[c:12]([O:18][CH3:19])[cH:13][c:14]([I:17])[cH:15][cH:16]3)[CH:3]3[CH2:4][CH:5]([CH2:6][CH:7]([CH2:8]1)[CH2:9]3)[CH2:10]2. Reactants: NC=1C=NC2=CC=CC=C2C1NCCC(=O)OCC (ethyl 3-(3-aminoquinolin-4-ylamino)propionate), C(CCC)(OC)(OC)OC (trimethyl orthobutyrate). The product is C(CC)C=1N(C2=C(C=NC=3C=CC=CC23)N1)CCC(=O)OCC (ethyl 3-(2-propyl-1H-imidazo[4,5-c]quinolin-1-yl)propionate). Isolated yield 80.3%. Reaction SMILES: [NH2:1][C:2]1[CH:3]=[N:4][C:5]2[C:10]([C:11]=1[NH:12][CH2:13][CH2:14][C:15]([O:17][CH2:18][CH3:19])=[O:16])=[CH:9][CH:8]=[CH:7][CH:6]=2.[C:20](OC)(OC)(OC)[CH2:21][CH2:22][CH3:23]>>[CH2:21]([C:20]1[N:12]([CH2:13][CH2:14][C:15]([O:17][CH2:18][CH3:19])=[O:16])[C:11]2[C:10]3[CH:9]=[CH:8][CH:7]=[CH:6][C:5]=3[N:4]=[CH:3][C:2]=2[N:1]=1)[CH2:22][CH3:23]. Procedure details: The general method described in Step 3 of Example 15 was used to cyclize ethyl 3-(3-aminoquinolin-4-ylamino)propionate (11.0 g, 42.4 mmol) by reaction with trimethyl orthobutyrate (7.22 g, 48.7 mmol) to provide ethyl 3-(2-propyl-1H-imidazo[4,5-c]quinolin-1-yl)propionate (10.6 g) as a dark oil that was used directly in the next step without further purification. The reactants are NC1=CC(=C(C=C1)N1CC2C(C1)CC1(OCCO1)C2)F (2-(4-amino-2-fluorophenyl)-hexahydro-1H-spiro[cyclopenta[c]pyrrol-5,2′-[1,3]dioxolane]), C([O-])([O-])=O.[Na+].[Na+] (sodium carbonate), ClC(=O)OCC1=CC=CC=C1 (benzyl chloroformate). Solvent: CC(=O)C (acetone). Run at time 12 hour. The product is C(C1=CC=CC=C1)OC(=O)NC1=CC(=C(C=C1)N1CC2C(C1)CC1(OCCO1)C2)F (2-[4-[[(benzyloxy)carbonyl]amino]-2-fluorophenyl]-hexahydro-1H-spiro[cyclopenta[c]pyrrol-5,2′-[1,3]dioxolane]). The yield is 78.2%. RXN SMILES: [NH2:1][C:2]1[CH:7]=[CH:6][C:5]([N:8]2[CH2:12][CH:11]3[CH2:13][C:14]4([CH2:19][CH:10]3[CH2:9]2)[O:18][CH2:17][CH2:16][O:15]4)=[C:4]([F:20])[CH:3]=1.C(=O)([O-])[O-].[Na+].[Na+].Cl[C:28]([O:30][CH2:31][C:32]1[CH:37]=[CH:36][CH:35]=[CH:34][CH:33]=1)=[O:29]>CC(C)=O>[CH2:31]([O:30][C:28]([NH:1][C:2]1[CH:7]=[CH:6][C:5]([N:8]2[CH2:9][CH:10]3[CH2:19][C:14]4([CH2:13][CH:11]3[CH2:12]2)[O:15][CH2:16][CH2:17][O:18]4)=[C:4]([F:20])[CH:3]=1)=[O:29])[C:32]1[CH:37]=[CH:36][CH:35]=[CH:34][CH:33]=1 |f:1.2.3|. Procedure details: 2-(4-amino-2-fluorophenyl)-hexahydro-1H-spiro[cyclopenta[c]pyrrol-5,2′-[1,3]dioxolane] (74.7 mmol) prepared in the step 5 was dissolved in 300 ml of acetone, and 150 ml of a 10 wt % sodium carbonate aqueous solution was added. And then, the temperature was lowered to 0° C., 13.86 ml (97.1 mmol) of benzyl chloroformate was slowly added dropwise over 30 minutes, and the mixture was stirred for 12 hours while raising the temperature to room temperature. After the reaction was completed, the solvent... Reactants: ClC1=NC=NN1C1=C(C=C(C=C1)F)F (5-chloro-1-(2,4-difluoro-phenyl)-1H-[1,2,4]triazole), ClC1=C(C=CC=C1)N1N=CN=C1 (1-(2-chloro-phenyl)-1H-[1,2,4]triazole), C(CCC)[Li] (n-butyllithium), ClC(C(Cl)(Cl)Cl)(Cl)Cl (hexachloroethane). The product is ClC1=NC=NN1C1=C(C=CC=C1)Cl (5-Chloro-1-(2-chloro-phenyl)-1H-[1,2,4]triazole). As a reaction SMILES: [Cl:1][C:2]1[N:6]([C:7]2[CH:12]=[CH:11][C:10](F)=[CH:9][C:8]=2F)[N:5]=[CH:4][N:3]=1.[Cl:15]C1C=CC=CC=1N1C=NC=N1.C([Li])CCC.ClC(Cl)(Cl)C(Cl)(Cl)Cl>>[Cl:1][C:2]1[N:6]([C:7]2[CH:12]=[CH:11][CH:10]=[CH:9][C:8]=2[Cl:15])[N:5]=[CH:4][N:3]=1. Reported procedure: Following the procedure for 5-chloro-1-(2,4-difluoro-phenyl)-1H-[1,2,4]triazole, 1-(2-chloro-phenyl)-1H-[1,2,4]triazole was reacted with n-butyllithium and hexachloroethane to give 5-Chloro-1-(2-chloro-phenyl)-1H-[1,2,4]triazole as a white solid. 1H NMR δ (ppm) (CDCl3): 8.05 (1H, s), 7.61-7.58 (1H, m), 7.55-7.48 (1H, m), 7.46-7.43 (2H, m).